This data is from the Open Reaction Database (ORD), a public repository of structured organic reaction records. The task is: describe an organic reaction: reactants, conditions, products, and yield Reactants: Cc1cc(C(C)(C)C)c(O)c(C(C)(C)C)c1, C1CCOC1, CCOC(=O)c1cn(C2CC2)c2c(F)c(OS(=O)(=O)C(F)(F)F)c(F)cc2c1=O, C=C[Sn](CCCC)(CCCC)CCCC, [Cl-], [F-], [Li+], Cl[Pd]Cl, c1ccc(P(c2ccccc2)c2ccccc2)cc1, c1ccc(P(c2ccccc2)c2ccccc2)cc1, c1ccncc1, c1cc[nH+]cc1. The product is C=Cc1c(F)cc2c(=O)c(C(=O)OCC)cn(C3CC3)c2c1F. Reaction SMILES: [C:47]([c:48]1[cH:49][c:50]([CH3:51])[cH:52][c:53]([C:54]([CH3:55])([CH3:56])[CH3:57])[c:58]1[OH:59])([CH3:60])([CH3:61])[CH3:62].[CH2:111]1[O:112][CH2:113][CH2:114][CH2:115]1.[CH2:1]([CH3:2])[O:3][C:4](=[O:5])[c:6]1[cH:7][n:8]([CH:27]2[CH2:28][CH2:29]2)[c:9]2[c:10]([F:26])[c:11]([O:18][S:19]([C:20]([F:21])([F:22])[F:23])(=[O:24])=[O:25])[c:12]([F:17])[cH:13][c:14]2[c:15]1=[O:16].[CH:30](=[CH2:31])[Sn:32]([CH2:33][CH2:34][CH2:35][CH3:36])([CH2:37][CH2:38][CH2:39][CH3:40])[CH2:41][CH2:42][CH2:43][CH3:44].[Cl-:45].[F-:63].[Li+:46].[Pd:70]([Cl:71])[Cl:72].[c:73]1([P:74]([c:75]2[cH:76][cH:77][cH:78][cH:79][cH:80]2)[c:81]2[cH:82][cH:83][cH:84][cH:85][cH:86]2)[cH:87][cH:88][cH:89][cH:90][cH:91]1.[c:92]1([P:93]([c:94]2[cH:95][cH:96][cH:97][cH:98][cH:99]2)[c:100]2[cH:101][cH:102][cH:103][cH:104][cH:105]2)[cH:106][cH:107][cH:108][cH:109][cH:110]1.[cH:116]1[cH:117][cH:118][n:119][cH:120][cH:121]1.[nH+:64]1[cH:65][cH:66][cH:67][cH:68][cH:69]1>>[CH2:1]([CH3:2])[O:3][C:4](=[O:5])[c:6]1[cH:7][n:8]([CH:27]2[CH2:28][CH2:29]2)[c:9]2[c:10]([F:26])[c:11]([CH:30]=[CH2:31])[c:12]([F:17])[cH:13][c:14]2[c:15]1=[O:16]. Reactants: ClCCl, Cc1nc2c(ccn2Cc2ccc(F)c(F)c2)c(-c2ccc3c(c2)CCCO3)c1CO, O=[Cr](=O)([O-])Cl, c1cc[nH+]cc1. Product: Cc1nc2c(ccn2Cc2ccc(F)c(F)c2)c(-c2ccc3c(c2)CCCO3)c1C=O. Reaction SMILES: [Cl:43][CH2:44][Cl:45].[O:1]1[CH2:2][CH2:3][CH2:4][c:5]2[cH:6][c:7](-[c:11]3[c:12]4[c:13]([n:14][c:15]([CH3:19])[c:16]3[CH2:17][OH:18])[n:20]([CH2:23][c:24]3[cH:25][c:26]([F:31])[c:27]([F:30])[cH:28][cH:29]3)[cH:21][cH:22]4)[cH:8][cH:9][c:10]21.[O:32]=[Cr:33]([Cl:34])([O-:35])=[O:36].[nH+:37]1[cH:38][cH:39][cH:40][cH:41][cH:42]1>>[O:1]1[CH2:2][CH2:3][CH2:4][c:5]2[cH:6][c:7](-[c:11]3[c:12]4[c:13]([n:14][c:15]([CH3:19])[c:16]3[CH:17]=[O:18])[n:20]([CH2:23][c:24]3[cH:25][c:26]([F:31])[c:27]([F:30])[cH:28][cH:29]3)[cH:21][cH:22]4)[cH:8][cH:9][c:10]21. The product is CN(C)C(=O)Cc1ccc(NC(=O)C=Cc2cnn(C)c2-c2ccc(F)cc2)cc1. The reactants are CCN=C=NCCCN(C)C, CNC, CN(C)C=O, Cl, Cn1ncc(C=CC(=O)Nc2ccc(CC(=O)O)cc2)c1-c1ccc(F)cc1, O, O, On1nnc2ccccc21. Reaction SMILES: [CH2:44]([N:45]=[C:46]=[N:47][CH2:48][CH2:49][CH2:50][N:51]([CH3:52])[CH3:53])[CH3:54].[CH3:1][NH:2][CH3:3].[CH3:56][N:57]([CH3:58])[CH:59]=[O:60].[ClH:43].[F:4][c:5]1[cH:6][cH:7][c:8](-[c:11]2[c:12]([CH:17]=[CH:18][C:19](=[O:20])[NH:21][c:22]3[cH:23][cH:24][c:25]([CH2:28][C:29](=[O:30])[OH:31])[cH:26][cH:27]3)[cH:13][n:14][n:15]2[CH3:16])[cH:9][cH:10]1.[OH2:32].[OH2:55].[OH:33][n:34]1[c:35]2[cH:36][cH:37][cH:38][cH:39][c:40]2[n:41][n:42]1>>[CH3:1][N:2]([CH3:3])[C:29]([CH2:28][c:25]1[cH:24][cH:23][c:22]([NH:21][C:19]([CH:18]=[CH:17][c:12]2[c:11](-[c:8]3[cH:7][cH:6][c:5]([F:4])[cH:10][cH:9]3)[n:15]([CH3:16])[n:14][cH:13]2)=[O:20])[cH:27][cH:26]1)=[O:30]. The reactants are ON=C1CC2COCC(C1)N2C(=O)OC(C)(C)C (tert-butyl 7-hydroxyimino-3-oxa-9-azabicyclo[3.3.1]nonane-9-carboxylate), [Li]CCCC (n-BuLi), CN(C)C=O (DMF), Cl (HCl). The solvent is C1CCOC1 (THF), C1CCOC1 (THF). Conditions: time 30 minute. Product: C12C3=CON=C3CC(COC1)N2 (4,10-Dioxa-5,12-diaza-tricyclo[6.3.1.0*2,6*]dodeca-2,5-diene). Reaction SMILES: [OH:1][N:2]=[C:3]1[CH2:10][CH:9]2[N:11](C(OC(C)(C)C)=O)[CH:5]([CH2:6][O:7][CH2:8]2)[CH2:4]1.[Li][CH2:20]CCC.CN(C=O)C.Cl>C1COCC1>[CH:9]12[NH:11][CH:5]([CH2:6][O:7][CH2:8]1)[CH2:4][C:3]1[C:10]2=[CH:20][O:1][N:2]=1. Procedure: To a solution of compound 104b (512 mg, 2 mmol, 1.0 eq) in THF (10 mL) was added n-BuLi (5 mL, 2.0 M, 5.0 eq) dropwise at −50° C. After 30 min, dry DMF (740 mg, 10 mmol, 5.0 eq) in THF (2 mL) was added dropwise, the mixture was stirred for another 2 h from −60° C. to room temperature. To it 12 N HCl (1 mL) was added and refluxed for 2 h. The reaction mixture was concentrated to give 4,10-Dioxa-5,12-diaza-tricyclo[6.3.1.0*2,6*]dodeca-2,5-diene 104a (332 mg) as an oil. MS: calc'd (MH+) 167, measur... Starting materials: C(C)(=O)N/C=C/SC1=C(N2C([C@@H]([C@H]2C1)[C@@H](C)N=[N+]=[N-])=O)C(=O)OCC1=CC=C(C=C1)[N+](=O)[O-] (p-nitrobenzyl (5R,6S)-3-(E-2-acetamidoethenylthio)-6-[(R)-1-azidoethyl]-7-oxo-1-azabicyclo[3.2.0]hept-2-ene-2-carboxylate), O (water), C(C)O (ethanol), P(=O)([O-])([O-])[O-] (phosphate). The reagents and catalysts are [Pd] (palladium on carbon). The solvent is O1CCOCC1 (1,4-dioxan). Product: C(C)(=O)N/C=C/SC1=C(N2C([C@@H]([C@H]2C1)[C@@H](C)N)=O)C(=O)O ((5R,6R)-3-[E-2-acetamidoethenylthio]-6-[(R)-1-aminoethyl]-7-oxo-1-azabicyclo[3.2.0]hept-2-ene-2-carboxylic acid). Yield: 19.2%. RXN SMILES: [C:1]([NH:4]/[CH:5]=[CH:6]/[S:7][C:8]1[CH2:14][C@H:13]2[N:10]([C:11](=[O:20])[C@@H:12]2[C@H:15]([N:17]=[N+]=[N-])[CH3:16])[C:9]=1[C:21]([O:23]CC1C=CC([N+]([O-])=O)=CC=1)=[O:22])(=[O:3])[CH3:2].O.C(O)C.P([O-])([O-])([O-])=O>O1CCOCC1.[Pd]>[C:1]([NH:4]/[CH:5]=[CH:6]/[S:7][C:8]1[CH2:14][C@H:13]2[N:10]([C:11](=[O:20])[C@@H:12]2[C@H:15]([NH2:17])[CH3:16])[C:9]=1[C:21]([OH:23])=[O:22])(=[O:3])[CH3:2]. Reported procedure: The azido derivative (e2) (15 mg) was dissolved in 1,4-dioxan (4 ml), water (0.6 ml), ethanol (0.15 ml) and 0.05 M pH 7.0 phosphate buffer (0.75 ml) and hydrogenated in the presence of 5% palladium on carbon (25 mg) catalyst for 2 hours. The suspension was filtered over Celite, washing well with water (25 ml). The filtrate was concentrated to about 20 ml and washed with ethyl acetate (3×50 ml). The aqueous solution was further concentrated to approximately 5 ml and chromatographed over Biogel P2... Reactants: Clc1ccc(-c2c[nH]c(Cc3ccc(Br)cc3)n2)c(Cl)c1, Cc1cc(F)ccc1[N+](=O)[O-]. Yields the product Cc1cc(-n2cc(-c3ccc(Cl)cc3Cl)nc2Cc2ccc(Br)cc2)ccc1[N+](=O)[O-]. As a reaction SMILES: [Br:1][c:2]1[cH:3][cH:4][c:5]([CH2:6][c:7]2[nH:8][cH:9][c:10](-[c:12]3[c:13]([Cl:19])[cH:14][c:15]([Cl:18])[cH:16][cH:17]3)[n:11]2)[cH:20][cH:21]1.[F:22][c:23]1[cH:24][cH:25][c:26]([N+:30](=[O:31])[O-:32])[c:27]([CH3:29])[cH:28]1>>[Br:1][c:2]1[cH:3][cH:4][c:5]([CH2:6][c:7]2[n:8](-[c:23]3[cH:24][cH:25][c:26]([N+:30](=[O:31])[O-:32])[c:27]([CH3:29])[cH:28]3)[cH:9][c:10](-[c:12]3[c:13]([Cl:19])[cH:14][c:15]([Cl:18])[cH:16][cH:17]3)[n:11]2)[cH:20][cH:21]1. Reactants: OCP(OCC)(OCC)=O (Diethyl hydroxymethylphosphonate), [H-].[Na+] (sodium hydride), O (water), ClC=C(C)C (1-chloro-2-methylpropene). Run in C1CCOC1 (THF). Reaction conditions: time 1 hour. Product: CC(COCP(OCC)(OCC)=O)=C (Diethyl 4-methyl-2oxa-pent-4-enylphosphonate). RXN SMILES: [OH:1][CH2:2][P:3](=[O:10])([O:7][CH2:8][CH3:9])[O:4][CH2:5][CH3:6].[H-].[Na+].Cl[CH:14]=[C:15]([CH3:17])[CH3:16].O>C1COCC1>[CH3:16][C:15](=[CH2:14])[CH2:17][O:1][CH2:2][P:3](=[O:10])([O:7][CH2:8][CH3:9])[O:4][CH2:5][CH3:6] |f:1.2|. Procedure: Diethyl hydroxymethylphosphonate (3 g, 17.8 mmol, 1 eq) is dissolved in 50 ml of THF to which sodium hydride (0.43 g, 17.8 mmol, 1 eq) is added. 1-chloro-2-methylpropene (1.62 g, 17.8 mmol, 1 eq) is then added. After one hour under magnetic stirring, at ambient temperature and in a nitrogen atmosphere, hydrolysis is performed with 100 ml of water. Extraction is performed with ether (3×50 ml). The organic phases are collected, washed with 100 ml of a saturated sodium chloride solution and dried o...